The task is: describe an organic reaction: reactants, conditions, products, and yield. This data is from the Open Reaction Database (ORD), a public repository of structured organic reaction records. The reactants are COc1cccc2c(=O)c(C(=O)c3ccccc3)c[nH]c12, O=C([O-])O, ClC(Cl)Cl, [Na+], O=P(Cl)(Cl)Cl. Product: COc1cccc2c(Cl)c(C(=O)c3ccccc3)cnc12. RXN SMILES: [C:1]([c:2]1[cH:3][cH:4][cH:5][cH:6][cH:7]1)(=[O:8])[c:9]1[cH:10][nH:11][c:12]2[c:13]([O:20][CH3:21])[cH:14][cH:15][cH:16][c:17]2[c:18]1=[O:19].[C:22](=[O:23])([O-:24])[OH:25].[CH:27]([Cl:28])([Cl:29])[Cl:30].[Na+:26].[P:31]([Cl:32])([Cl:33])([Cl:34])=[O:35]>>[C:1]([c:2]1[cH:3][cH:4][cH:5][cH:6][cH:7]1)(=[O:8])[c:9]1[cH:10][n:11][c:12]2[c:13]([O:20][CH3:21])[cH:14][cH:15][cH:16][c:17]2[c:18]1[Cl:28]. Starting materials: O=Cc1ccc(Br)nc1, C1COCCO1, O=[N+]([O-])c1ccc(Oc2ccnc3cc(I)sc23)c(F)c1, c1ccc(P(c2ccccc2)(c2ccccc2)[Pd](P(c2ccccc2)(c2ccccc2)c2ccccc2)(P(c2ccccc2)(c2ccccc2)c2ccccc2)P(c2ccccc2)(c2ccccc2)c2ccccc2)cc1. Yields the product O=Cc1ccc(-c2cc3nccc(Oc4ccc([N+](=O)[O-])cc4F)c3s2)nc1. As a reaction SMILES: [Br:22][c:23]1[n:24][cH:25][c:26]([CH:27]=[O:28])[cH:29][cH:30]1.[CH2:31]1[O:32][CH2:33][CH2:34][O:35][CH2:36]1.[F:1][c:2]1[c:3]([O:4][c:5]2[c:6]3[c:7]([n:8][cH:9][cH:10]2)[cH:11][c:12]([I:14])[s:13]3)[cH:15][cH:16][c:17]([N+:19](=[O:20])[O-:21])[cH:18]1.[cH:37]1[cH:38][cH:39][c:40]([P:41]([Pd:42]([P:43]([c:44]2[cH:45][cH:46][cH:47][cH:48][cH:49]2)([c:50]2[cH:51][cH:52][cH:53][cH:54][cH:55]2)[c:56]2[cH:57][cH:58][cH:59][cH:60][cH:61]2)([P:62]([c:63]2[cH:64][cH:65][cH:66][cH:67][cH:68]2)([c:69]2[cH:70][cH:71][cH:72][cH:73][cH:74]2)[c:75]2[cH:76][cH:77][cH:78][cH:79][cH:80]2)[P:81]([c:82]2[cH:83][cH:84][cH:85][cH:86][cH:87]2)([c:88]2[cH:89][cH:90][cH:91][cH:92][cH:93]2)[c:94]2[cH:95][cH:96][cH:97][cH:98][cH:99]2)([c:100]2[cH:101][cH:102][cH:103][cH:104][cH:105]2)[c:106]2[cH:107][cH:108][cH:109][cH:110][cH:111]2)[cH:112][cH:113]1>>[F:1][c:2]1[c:3]([O:4][c:5]2[c:6]3[c:7]([n:8][cH:9][cH:10]2)[cH:11][c:12](-[c:23]2[n:24][cH:25][c:26]([CH:27]=[O:28])[cH:29][cH:30]2)[s:13]3)[cH:15][cH:16][c:17]([N+:19](=[O:20])[O-:21])[cH:18]1. Reactants: ClC=1C(=CC(=C(NC2CC2)C1)[N+](=O)[O-])F (5-Chloro-N-cyclopropyl-4-fluoro-2-nitroaniline), C(C)(C)(C)OC([C@H]1NCCC1)=O (L-proline tert-butyl ester), N12CCCCCC2=NCCC1 (1,8-diazabicyclo[5.4.0]undec-7-ene). Solvent: O.C(C)(=O)OCC (water ethyl acetate). The product is C1(CC1)NC=1C(=CC(=C(C1)N1C(=CC=C1)C(=O)OC(C)(C)C)F)[N+](=O)[O-] (tert-butyl rac-1-[5-(cyclopropylamino)-2-fluoro-4-nitro-phenyl]pyrrole-2-carboxylate). Yield: 13.0%. Reaction SMILES: Cl[C:2]1[C:3]([F:15])=[CH:4][C:5]([N+:12]([O-:14])=[O:13])=[C:6]([CH:11]=1)[NH:7][CH:8]1[CH2:10][CH2:9]1.[C:16]([O:20][C:21](=[O:27])[C@@H:22]1[CH2:26][CH2:25][CH2:24][NH:23]1)([CH3:19])([CH3:18])[CH3:17].N12CCCN=C1CCCCC2>O.C(OCC)(=O)C>[CH:8]1([NH:7][C:6]2[C:5]([N+:12]([O-:14])=[O:13])=[CH:4][C:3]([F:15])=[C:2]([N:23]3[CH:24]=[CH:25][CH:26]=[C:22]3[C:21]([O:20][C:16]([CH3:19])([CH3:18])[CH3:17])=[O:27])[CH:11]=2)[CH2:10][CH2:9]1 |f:3.4|. Reported procedure: 5-Chloro-N-cyclopropyl-4-fluoro-2-nitroaniline (460 mg, 2 mmol) is heated to 80° for 40 hours with L-proline tert-butyl ester (342 mg, 2 mmol) and 1,8-diazabicyclo[5.4.0]undec-7-ene (304 mg, 2 mmol). The reaction mixture is then dissolved in a water/ethyl acetate mixture (1:1, 100 ml). The ethyl acetate phase is washed with 10 percent sodium chloride solution, dried over magnesium sulfate and evaporated under reduced pressure. The residue is chromatographed on silica gel (eluent: hexane/ethyl ac... The reactants are Br[Si](C)(C)C (bromotrimethylsilane), C(C)OP(OCC)(=O)C=1C(NC2=CC(=C(C=C2C1)S(N)(=O)=O)Cl)=O ((7-Chloro-2-oxo-6-sulphamoyl-1,2-dihydro-3-quinolyl)phosphonic Acid Diethyl Ester). Solvent: C(C)#N (acetonitrile). Product: ClC1=C(C=C2C=C(C(NC2=C1)=O)P(O)(O)=O)S(N)(=O)=O ((7-Chloro-2-oxo-6-sulphamoyl-1, 2-dihydro-3-quinolyl)phosphonic Acid). RXN SMILES: Br[Si](C)(C)C.C([O:8][P:9]([C:14]1[C:15](=[O:29])[NH:16][C:17]2[C:22]([CH:23]=1)=[CH:21][C:20]([S:24](=[O:27])(=[O:26])[NH2:25])=[C:19]([Cl:28])[CH:18]=2)(=[O:13])[O:10]CC)C>C(#N)C>[Cl:28][C:19]1[CH:18]=[C:17]2[C:22]([CH:23]=[C:14]([P:9](=[O:8])([OH:13])[OH:10])[C:15](=[O:29])[NH:16]2)=[CH:21][C:20]=1[S:24](=[O:26])(=[O:27])[NH2:25]. Procedure: 3.33 ml (25.3 mmol) of bromotrimethylsilane are added to a suspension of the compound obtained in Step F (1.0 g, 2.53 mmol) in 30 ml of anhydrous acetonitrile. The batch is stirred at reflux for 1 hour and evaporated to dryness. The residue is dried in vacuole and is taken up in methanol. The suspension is stirred for 30 minutes, becoming thicker and thicker. After filtering off the white precipitate and rinsing with a little methanol and then ether, the title product is obtained. Reactants: O (water), C([O-])([O-])=O.[K+].[K+] (potassium carbonate), C1(CCCC1)Br (cyclopentyl bromide), OC1=CC=C(C2=C1OC(=C2)C)C=O (7-Hydroxy-2-methylbenzo[b]furan-4-carbaldehyde). Solvent: CN(C)C=O (DMF). Product: C1(CCCC1)OC1=CC=C(C2=C1OC(=C2)C)C=O (7-cyclopentyloxy-2-methylbenzo[b]furan-4-carboxaldehyde). Yield: 101.9%. Reaction SMILES: [OH:1][C:2]1[C:7]2[O:8][C:9]([CH3:11])=[CH:10][C:6]=2[C:5]([CH:12]=[O:13])=[CH:4][CH:3]=1.C(=O)([O-])[O-].[K+].[K+].[CH:20]1(Br)[CH2:24][CH2:23][CH2:22][CH2:21]1.O>CN(C=O)C>[CH:20]1([O:1][C:2]2[C:7]3[O:8][C:9]([CH3:11])=[CH:10][C:6]=3[C:5]([CH:12]=[O:13])=[CH:4][CH:3]=2)[CH2:24][CH2:23][CH2:22][CH2:21]1 |f:1.2.3|. Procedure: To a well stirred suspension of 7-Hydroxy-2-methylbenzo[b]furan-4-carbaldehyde (39.0 g, 0.221 moles) in DMF (200 mL) was added powdered potassium carbonate (76.0 g, 0.555 moles) and cyclopentyl bromide (43.0 g, 0.287 moles) and stirred at 70-75° C. for 4-5 hrs. The reaction mixture was then cooled to room temperature and water (1.5 L) was added to it. The organic material separated was extracted with ethyl acetate (3×100 ml). The combined organic layers were washed with water ((2×500 mL) and dri...